From a dataset of the Open Reaction Database (ORD), a public repository of structured organic reaction records. describe an organic reaction: reactants, conditions, products, and yield Starting materials: C[C@@H]1CC[C@H](CC1)C(=O)Cl (trans-4-Methylcyclohexyl carboxylic acid chloride), N1=CC=CC=C1 (pyridine), COC(=O)C=1SC(=CC1NC1CCN(CC1)C(=O)OC(C)(C)C)C#CC(C)(C)C (5-(3,3-dimethyl-but-1-ynyl)-3-(N-tert-butoxycarbonyl-piperidin-4-yl)amino-thiophene-2-carboxylic acid methyl ester), N1=CC=CC=C1 (pyridine), CO (MeOH). The solvent is C1(=CC=CC=C1)C (toluene), C(Cl)Cl (CH2Cl2). Yields the product COC(=O)C=1SC(=CC1N(C1CCN(CC1)C(=O)OC(C)(C)C)C(=O)[C@@H]1CC[C@H](CC1)C)C#CC(C)(C)C (5-(3,3-dimethyl-but-1-ynyl)-3-[(trans-4-methyl-cyclohexanecarbonyl)-(N-tert-butoxycarbonyl-piperidin-4-yl)amino]-thiophene-2-carboxylic acid methyl ester). Yield: 78.0%. As a reaction SMILES: [CH3:1][C@H:2]1[CH2:7][CH2:6][C@H:5]([C:8](Cl)=[O:9])[CH2:4][CH2:3]1.N1C=CC=CC=1.[CH3:17][O:18][C:19]([C:21]1[S:22][C:23]([C:40]#[C:41][C:42]([CH3:45])([CH3:44])[CH3:43])=[CH:24][C:25]=1[NH:26][CH:27]1[CH2:32][CH2:31][N:30]([C:33]([O:35][C:36]([CH3:39])([CH3:38])[CH3:37])=[O:34])[CH2:29][CH2:28]1)=[O:20].CO>C1(C)C=CC=CC=1.C(Cl)Cl>[CH3:17][O:18][C:19]([C:21]1[S:22][C:23]([C:40]#[C:41][C:42]([CH3:45])([CH3:44])[CH3:43])=[CH:24][C:25]=1[N:26]([C:8]([C@H:5]1[CH2:6][CH2:7][C@H:2]([CH3:1])[CH2:3][CH2:4]1)=[O:9])[CH:27]1[CH2:32][CH2:31][N:30]([C:33]([O:35][C:36]([CH3:37])([CH3:38])[CH3:39])=[O:34])[CH2:29][CH2:28]1)=[O:20]. Reported procedure: trans-4-Methylcyclohexyl carboxylic acid chloride (23.88 mmol) and pyridine (2.89 mL, 35.82 mmol) are added to a solution of 5-(3,3-dimethyl-but-1-ynyl)-3-(N-tert-butoxycarbonyl-piperidin-4-yl)amino-thiophene-2-carboxylic acid methyl ester from step III (5.142 g) in dry toluene (50 mL). The mixture is refluxed for 24 h, then it is brought to room temperature, and additional amount of pyridine (1.0 mL) and MeOH (5 mL) are added. Then the mixture is diluted with CH2Cl2, washed with brine, organic ... Starting materials: CC(=O)C.OS(=O)(=O)O.O=[Cr](=O)=O (Jones reagent), O[C@H]1C[C@@H](N(C1)C(C1=C(C=C2C(=C1)OCO2)[N+](=O)[O-])=O)C(=O)O (trans-4-hydroxy-1-(4,5-methylenedioxy-2-nitrobenzoyl)pyrrolidine-2-carboxylic acid). Solvent: CC(=O)C (acetone), O (water). Conditions: time 2 hour. Yields the product O=C1CC(N(C1)C(C1=C(C=C2C(=C1)OCO2)[N+](=O)[O-])=O)C(=O)O (4-OXO-1-(4,5-METHYLENEDIOXY-2-NITROBENZOYL)PYRROLIDINE-2-CARBOXYLIC ACID). RXN SMILES: CC(C)=O.OS(O)(=O)=O.O=[Cr](=O)=O.[OH:14][C@@H:15]1[CH2:19][N:18]([C:20](=[O:33])[C:21]2[CH:26]=[C:25]3[O:27][CH2:28][O:29][C:24]3=[CH:23][C:22]=2[N+:30]([O-:32])=[O:31])[C@@H:17]([C:34]([OH:36])=[O:35])[CH2:16]1>CC(C)=O.O>[O:14]=[C:15]1[CH2:19][N:18]([C:20](=[O:33])[C:21]2[CH:26]=[C:25]3[O:27][CH2:28][O:29][C:24]3=[CH:23][C:22]=2[N+:30]([O-:32])=[O:31])[CH:17]([C:34]([OH:36])=[O:35])[CH2:16]1 |f:0.1.2|. Reported procedure: 15 ml of Jones reagent (aqueous chromic and sulfuric acid solution) are added dropwise to a solution of 8 g (0.025 mole) of trans-4-hydroxy-1-(4,5-methylenedioxy-2-nitrobenzoyl)pyrrolidine-2-carboxylic acid obtained in Example 1, in 500 ml of acetone. The reaction mixture is stirred for 2 hours. The acetone is removed under vacuum. The residue obtained is taken up in water. The precipitate is separated, dried and recrystallized in a V/V mixture of methanol and petroleum ether. Starting materials: CO, Cc1cc(Cn2ccnc2C(Cc2cc(C)c3[nH]ncc3c2)NC(=O)N2CCC(N3Cc4ccccc4NC3=O)CC2)cc(Cl)n1, [Pd]. The product is Cc1cc(Cn2ccnc2C(Cc2cc(C)c3[nH]ncc3c2)NC(=O)N2CCC(N3Cc4ccccc4NC3=O)CC2)ccn1. As a reaction SMILES: [CH3:47][OH:48].[Cl:1][c:2]1[n:3][c:4]([CH3:46])[cH:5][c:6]([CH2:8][n:9]2[c:10]([CH:14]([CH2:15][c:16]3[cH:17][c:18]4[cH:19][n:20][nH:21][c:22]4[c:23]([CH3:25])[cH:24]3)[NH:26][C:27](=[O:28])[N:29]3[CH2:30][CH2:31][CH:32]([N:35]4[C:36](=[O:45])[NH:37][c:38]5[cH:39][cH:40][cH:41][cH:42][c:43]5[CH2:44]4)[CH2:33][CH2:34]3)[n:11][cH:12][cH:13]2)[cH:7]1.[Pd:49]>>[cH:2]1[n:3][c:4]([CH3:46])[cH:5][c:6]([CH2:8][n:9]2[c:10]([CH:14]([CH2:15][c:16]3[cH:17][c:18]4[cH:19][n:20][nH:21][c:22]4[c:23]([CH3:25])[cH:24]3)[NH:26][C:27](=[O:28])[N:29]3[CH2:30][CH2:31][CH:32]([N:35]4[C:36](=[O:45])[NH:37][c:38]5[cH:39][cH:40][cH:41][cH:42][c:43]5[CH2:44]4)[CH2:33][CH2:34]3)[n:11][cH:12][cH:13]2)[cH:7]1. The reactants are ClC1=C(C(=C(C=C1OC)OC)Cl)C=1C=C2C=NC(=NC2=CC1)N[C@H]1[C@H](C[C@@H](C1)C(N(C)C)=O)NC(OC(C)(C)C)=O (Tert-butyl ((1S,2R,4R)-2-((6-(2,6-dichloro-3,5-dimethoxyphenyl)quinazolin-2-yl)amino)-4-(dimethylcarbamoyl)cyclopentyl)carbamate), Cl (HCl). Run in O1CCOCC1 (dioxane), C(Cl)Cl (DCM). Run at time 3 hour. The product is N[C@H]1C[C@@H](C[C@H]1NC1=NC2=CC=C(C=C2C=N1)C1=C(C(=CC(=C1Cl)OC)OC)Cl)C(=O)N(C)C ((1S,3S,4R)-3-amino-4-((6-(2,6-dichloro-3,5-dimethoxyphenyl)quinazolin-2-yl)amino)-N,N-dimethylcyclopentane-1-carboxamide). As a reaction SMILES: [Cl:1][C:2]1[C:7]([O:8][CH3:9])=[CH:6][C:5]([O:10][CH3:11])=[C:4]([Cl:12])[C:3]=1[C:13]1[CH:14]=[C:15]2[C:20](=[CH:21][CH:22]=1)[N:19]=[C:18]([NH:23][C@@H:24]1[CH2:28][C@@H:27]([C:29](=[O:33])[N:30]([CH3:32])[CH3:31])[CH2:26][C@@H:25]1[NH:34]C(=O)OC(C)(C)C)[N:17]=[CH:16]2.Cl>C(Cl)Cl.O1CCOCC1>[NH2:34][C@@H:25]1[C@H:24]([NH:23][C:18]2[N:17]=[CH:16][C:15]3[C:20](=[CH:21][CH:22]=[C:13]([C:3]4[C:4]([Cl:12])=[C:5]([O:10][CH3:11])[CH:6]=[C:7]([O:8][CH3:9])[C:2]=4[Cl:1])[CH:14]=3)[N:19]=2)[CH2:28][C@@H:27]([C:29]([N:30]([CH3:32])[CH3:31])=[O:33])[CH2:26]1. Procedure details: Tert-butyl ((1S,2R,4R)-2-((6-(2,6-dichloro-3,5-dimethoxyphenyl)quinazolin-2-yl)amino)-4-(dimethylcarbamoyl)cyclopentyl)carbamate (0.086 g, 0.142 mmol) was taken up in DCM (2 ml) and treated with 4M HCl in dioxane (3 ml) and stirred for 3 hours. The solvent was removed to give crude (1S,3S,4R)-3-amino-4-((6-(2,6-dichloro-3,5-dimethoxyphenyl)quinazolin-2-yl)amino)-N,N-dimethylcyclopentane-1-carboxamide, quantative yield. MS (ES+) C24H27Cl2N5O3 requires: 504, found: 505 [M+H]+. Reactants: CC(=O)N1Cc2cc(F)c(Cl)nc2C=Cc2ccc(Cl)cc21, COc1ccc(-c2nc3c(cc2F)CN(C(C)=O)c2ccccc2C=C3)cn1, CC1(C)OB(c2ccc(N3CCOCC3)nc2)OC1(C)C. Yields the product CC(=O)N1Cc2cc(F)c(-c3ccc(N4CCOCC4)nc3)nc2C=Cc2ccc(Cl)cc21. RXN SMILES: [C:1]([CH3:2])(=[O:3])[N:4]1[CH2:5][c:6]2[c:7]([n:17][c:18]([Cl:22])[c:19]([F:21])[cH:20]2)[CH:8]=[CH:9][c:10]2[c:11]1[cH:12][c:13]([Cl:16])[cH:14][cH:15]2.[C:44]([N:45]1[c:46]2[cH:47][cH:48][cH:49][cH:50][c:51]2[CH:52]=[CH:53][c:54]2[n:55][c:56](-[c:57]3[cH:58][n:59][c:60]([O:61][CH3:62])[cH:63][cH:64]3)[c:65]([F:66])[cH:67][c:68]2[CH2:69]1)(=[O:70])[CH3:71].[CH3:23][C:24]1([CH3:25])[C:26]([CH3:27])([CH3:28])[O:29][B:30]([c:31]2[cH:32][cH:33][c:34]([N:37]3[CH2:38][CH2:39][O:40][CH2:41][CH2:42]3)[n:35][cH:36]2)[O:43]1>>[C:1]([CH3:2])(=[O:3])[N:4]1[CH2:5][c:6]2[c:7]([n:17][c:18](-[c:31]3[cH:32][cH:33][c:34]([N:37]4[CH2:38][CH2:39][O:40][CH2:41][CH2:42]4)[n:35][cH:36]3)[c:19]([F:21])[cH:20]2)[CH:8]=[CH:9][c:10]2[c:11]1[cH:12][c:13]([Cl:16])[cH:14][cH:15]2.